The task is: describe an organic reaction: reactants, conditions, products, and yield. This data is from the Open Reaction Database (ORD), a public repository of structured organic reaction records. The reactants are C1CCOC1, CO, N#Cc1ccc([N+](=O)[O-])c(NCCc2ccccc2)c1. Yields the product N#Cc1ccc(N)c(NCCc2ccccc2)c1. As a reaction SMILES: [CH2:23]1[O:24][CH2:25][CH2:26][CH2:27]1.[CH3:21][OH:22].[N+:1]([O-:2])(=[O:3])[c:4]1[c:5]([NH:12][CH2:13][CH2:14][c:15]2[cH:16][cH:17][cH:18][cH:19][cH:20]2)[cH:6][c:7]([C:8]#[N:9])[cH:10][cH:11]1>>[NH2:1][c:4]1[c:5]([NH:12][CH2:13][CH2:14][c:15]2[cH:16][cH:17][cH:18][cH:19][cH:20]2)[cH:6][c:7]([C:8]#[N:9])[cH:10][cH:11]1.